This data is from the Open Reaction Database (ORD), a public repository of structured organic reaction records. The task is: describe an organic reaction: reactants, conditions, products, and yield Reactants: BrC=1C=C(C=CC1OCC)C(COCC1=CC(=CC=C1)OC1=CC=CC=C1)(C)C (3-phenoxybenzyl 2-(3-bromo-4-ethoxyphenyl)-2-methylpropyl ether), C(C)OC1=CC=C(C=C1)C(COCC1=CC(=CC=C1)OC1=CC=CC=C1)(C)C (3-phenoxybenzyl 2-(4-ethoxyphenyl)-2-methylpropyl ether), starting material. The solvent is C1=CC=CC=C1 (benzene). Yields the product O(C1=CC=CC=C1)C=1C=C(C=CC1)C (3-phenoxytoluene), alcohol. The yield is 98.0%. As a reaction SMILES: C(OC1C=CC(C(C)(C)CO[CH2:13][C:14]2[CH:19]=[CH:18][CH:17]=[C:16]([O:20][C:21]3[CH:26]=[CH:25][CH:24]=[CH:23][CH:22]=3)[CH:15]=2)=CC=1)C.BrC1C=C(C(C)(C)COCC2C=CC=C(OC3C=CC=CC=3)C=2)C=CC=1OCC>C1C=CC=CC=1>[O:20]([C:16]1[CH:15]=[C:14]([CH3:13])[CH:19]=[CH:18][CH:17]=1)[C:21]1[CH:22]=[CH:23][CH:24]=[CH:25][CH:26]=1. Reported procedure: The reaction mixture was cooled to room temperature and the gas was released. 100 ml of benzene was charged in the autoclave to dissolve an oil. An insoluble matter was filtered out. After washing with 20 ml of benzene, a resulting mother wash solution was shaken well and then left to stand to obtain a benzene layer. The benzene layer was washed with 100 ml of water three times. Benzene was distilled off under reduced pressure to obtain an oily product. According to gas chromatographic analysis ... RXN SMILES: [Cl:1][C:2]1[CH:3]=[CH:4][C:5]2[N:6]([C:8]([C:11]([C:14]3[CH:15]=[C:16]4[C:20](=[CH:21][CH:22]=3)[N:19]([CH3:23])[N:18]=[CH:17]4)(O)[CH3:12])=[CH:9][N:10]=2)[N:7]=1.II.O[PH2]=O.ClC1C=CC2N(C(CC3C=C4C(=CC=3)N(C)N=C4)=CN=2)N=1>>[Cl:1][C:2]1[CH:3]=[CH:4][C:5]2[N:6]([C:8]([CH:11]([C:14]3[CH:15]=[C:16]4[C:20](=[CH:21][CH:22]=3)[N:19]([CH3:23])[N:18]=[CH:17]4)[CH3:12])=[CH:9][N:10]=2)[N:7]=1. Yields the product ClC=1C=CC=2N(N1)C(=CN2)C(C)C=2C=C1C=NN(C1=CC2)C (6-Chloro-3-[1-(1-methyl-1H-indazol-5-yl)-ethyl]-imidazo[1,2-b]pyridazine). Reactants: ClC=1C=CC=2N(N1)C(=CN2)CC=2C=C1C=NN(C1=CC2)C (6-Chloro-3-((1-methyl-1H-indazol-5-yl)methyl)imidazo[1,2-b]pyridazine), ClC=1C=CC=2N(N1)C(=CN2)C(C)(O)C=2C=C1C=NN(C1=CC2)C (1-(6-chloro-imidazo[1,2-b]pyridazin-3-yl)-1-(1-methyl-1H-indazol-5-yl)-ethanol), II (I2), O[PH2]=O (H3PO2). Procedure: The title compound (390.0 mg, 91%) was synthesized from 1-(6-chloro-imidazo[1,2-b]pyridazin-3-yl)-1-(1-methyl-1H-indazol-5-yl)-ethanol (430.0 mg, 1.31 mmol), I2 (832.0 mg, 3.28 mmol) and H3PO2(0.72 mL, 6.56 mmol) using the same procedure as described in the synthesis of compound 13.2. 1H-NMR (400 MHz, DMSO-d6) δ ppm 8.18 (d, 1H), 7.95 (s, 1H), 7.83 (s, 1H), 7.55 (m, 2H), 7.36 (d, 1H), 7.28 (d, 1H), 4.70 (q, 1H), 3.99 (s, 3H), 1.74 (d, 3H). LCMS (method A): [MH]+=312, tR=5.49 min. The yield is 95.5%.